The task is: describe an organic reaction: reactants, conditions, products, and yield. This data is from the Open Reaction Database (ORD), a public repository of structured organic reaction records. The reactants are CC12C3C(CC(C3C(CC1)O2)=O)=O (1-methyl-10-oxa-tricyclo[5.2.1.0*2,6*]decane-3,5-dione), P(Cl)(Cl)(Cl)(Cl)Cl (PCl5). Solvent: C(Cl)(Cl)Cl (chloroform). Product: ClC1=CC(C2C3(CCC(C12)O3)C)=O (5-chloro-1-methyl-10-oxa-tricyclo[5.2.1.0*2,6*]dec-4-en-3-one). Reaction SMILES: [CH3:1][C:2]12[O:11][CH:8]([CH2:9][CH2:10]1)[CH:7]1[CH:3]2[C:4](=[O:13])[CH2:5][C:6]1=O.P(Cl)(Cl)(Cl)(Cl)[Cl:15]>C(Cl)(Cl)Cl>[Cl:15][C:6]1[CH:7]2[CH:3]([C:2]3([CH3:1])[O:11][CH:8]2[CH2:9][CH2:10]3)[C:4](=[O:13])[CH:5]=1. Reported procedure: To a solution of 1-methyl-10-oxa-tricyclo[5.2.1.0*2,6*]decane-3,5-dione (3 g, 16.6 mmol) in chloroform (8 ml) is added PCl5 portionwise. The reaction mixture is stirred and heated at reflux for 5 hours. The reaction mixture is evaporated to dryness The crude product is purified by flash chromatography on silica gel to give 5-chloro-1-methyl-10-oxa-tricyclo[5.2.1.0*2,6*]dec-4-en-3-one (1.39 g). RXN SMILES: [CH3:1][CH2:2][CH2:3][CH2:4][CH2:5][CH2:6][CH2:7][CH2:8][C:9]1[CH:10]=[CH:11][C:12]([CH2:15][CH2:16][C:17]([NH2:22])([CH2:20][OH:21])[CH2:18][OH:19])=[CH:13][CH:14]=1.[ClH:23].[C:24]([OH:30])(=[O:29])[CH2:25][C:26]([OH:28])=[O:27]>C(OCC)(=O)C>[CH3:1][CH2:2][CH2:3][CH2:4][CH2:5][CH2:6][CH2:7][CH2:8][C:9]1[CH:14]=[CH:13][C:12]([CH2:15][CH2:16][C:17]([NH2:22])([CH2:18][OH:19])[CH2:20][OH:21])=[CH:11][CH:10]=1.[ClH:23].[C:24]([O-:30])(=[O:29])[CH2:25][C:26]([O-:28])=[O:27] |f:0.1,4.5.6|. The product is CCCCCCCCC=1C=CC(=CC1)CCC(CO)(CO)N.Cl.C(CC(=O)[O-])(=O)[O-] (FTY720 Malonate). The reactants are CCCCCCCCC=1C=CC(=CC1)CCC(CO)(CO)N.Cl (FTY720), C(CC(=O)O)(=O)O (malonic acid). Reported procedure: In an alternative procedure, FTY720 free base (2.27 mmol) was dissolved in ethyl acetate (16 ml) at 88 to 90° C. Then a solution of malonic acid (1.14 mmol) in ethyl acetate (3 ml) was added at 75° C., whereupon the product started to crystallize out immediately after addition. The resulting suspension was cooled to room temperature. The product was collected by filtration and was washed with ethyl acetate (2 ml). After drying at 50° C. the product (788 mg) was obtained as white crystals. The solvent is C(C)(=O)OCC (ethyl acetate), C(C)(=O)OCC (ethyl acetate).